This data is from the Open Reaction Database (ORD), a public repository of structured organic reaction records. The task is: describe an organic reaction: reactants, conditions, products, and yield The reactants are CN(C)C=O, Oc1ccc(N2CCN(c3nc(Cl)c4c(n3)CCS4)CC2)cc1, [N-]=[N+]=[N-], [Na+]. Yields the product [N-]=[N+]=Nc1nc(N2CCN(c3ccc(O)cc3)CC2)nc2c1SCC2. RXN SMILES: [CH3:28][N:29]([CH3:30])[CH:31]=[O:32].[Cl:1][c:2]1[c:3]2[c:4]([n:5][c:6]([N:8]3[CH2:9][CH2:10][N:11]([c:14]4[cH:15][cH:16][c:17]([OH:20])[cH:18][cH:19]4)[CH2:12][CH2:13]3)[n:7]1)[CH2:21][CH2:22][S:23]2.[N-:25]=[N+:26]=[N-:27].[Na+:24]>>[c:2]1([N:25]=[N+:26]=[N-:27])[c:3]2[c:4]([n:5][c:6]([N:8]3[CH2:9][CH2:10][N:11]([c:14]4[cH:15][cH:16][c:17]([OH:20])[cH:18][cH:19]4)[CH2:12][CH2:13]3)[n:7]1)[CH2:21][CH2:22][S:23]2.